From a dataset of the Open Reaction Database (ORD), a public repository of structured organic reaction records. describe an organic reaction: reactants, conditions, products, and yield Reactants: COC1=C(C=C(C=C1)[N+](=O)[O-])O (2-methoxy-5-nitrophenol), Cl.C(C)N(CCCl)CC (2-diethylaminoethyl chloride hydrochloride), 2. The product is C(C)N(CCOC=1C=C(N)C=CC1OC)CC (3-(2-Diethylaminoethoxy)-4-methoxyaniline). Reaction SMILES: [CH3:1][O:2][C:3]1[CH:8]=[CH:7][C:6]([N+:9]([O-])=O)=[CH:5][C:4]=1[OH:12].Cl.[CH2:14]([N:16]([CH2:20][CH3:21])[CH2:17][CH2:18]Cl)[CH3:15]>>[CH2:14]([N:16]([CH2:20][CH3:21])[CH2:17][CH2:18][O:12][C:4]1[CH:5]=[C:6]([CH:7]=[CH:8][C:3]=1[O:2][CH3:1])[NH2:9])[CH3:15] |f:1.2|. Reported procedure: The title compound was prepared from 2-methoxy-5-nitrophenol and 2-diethylaminoethyl chloride hydrochloride using a similar procedure to Descriptions 1 and 2 (71%). Starting materials: C(C)(=O)NC=1C=CC2=C(CCC3=C(S2)C=C(C=C3)C(=O)O)C1 (8-acetamido-10,11-dihydrodibenzo[b,f]thiepin-3-carboxylic acid), C(C)(=O)O (acetic acid), S(O)(O)(=O)=O (sulfuric acid). Solvent: O (water). Yields the product NC=1C=CC2=C(CCC3=C(S2)C=C(C=C3)C(=O)O)C1 (8-Amino-10,11-dihydrodibenzo[b,f]thiepin-3-carboxylic Acid). RXN SMILES: C([NH:4][C:5]1[CH:6]=[CH:7][C:8]2[S:14][C:13]3[CH:15]=[C:16]([C:19]([OH:21])=[O:20])[CH:17]=[CH:18][C:12]=3[CH2:11][CH2:10][C:9]=2[CH:22]=1)(=O)C.C(O)(=O)C.S(=O)(=O)(O)O>O>[NH2:4][C:5]1[CH:6]=[CH:7][C:8]2[S:14][C:13]3[CH:15]=[C:16]([C:19]([OH:21])=[O:20])[CH:17]=[CH:18][C:12]=3[CH2:11][CH2:10][C:9]=2[CH:22]=1. Procedure details: Reflux 200 mg. of 8-acetamido-10,11-dihydrodibenzo[b,f]thiepin-3-carboxylic acid for 16 hours in a mixture of 5 cc. of acetic acid and 5 cc. of 50% aqueous sulfuric acid. Dilute with water and separate the solids by filtration. Wash with water and dry to obtain the title product. The reactants are CC1(OCCO1)C=1N=C(SC1)CN1N=C(C=C1)N (1-[4-(2-methyl-[1,3]dioxolan-2-yl)-thiazol-2-ylmethyl]-1H-pyrazol-3-ylamine), ClC1=C(C=CC(=C1)F)/C=C/C(=O)O ((E)-3-(2-chloro-4-fluoro-phenyl)-acrylic acid). Product: C(C)(=O)C=1N=C(SC1)CN1N=C(C=C1)NC(\C=C\C1=C(C=C(C=C1)F)Cl)=O ((E)-N-[1-(4-Acetyl-thiazol-2-ylmethyl)-1H-pyrazol-3-yl]-3-(2-chloro-4-fluoro-phenyl)-acrylamide). As a reaction SMILES: [CH3:1][C:2]1([C:7]2[N:8]=[C:9]([CH2:12][N:13]3[CH:17]=[CH:16][C:15]([NH2:18])=[N:14]3)[S:10][CH:11]=2)[O:6]CCO1.[Cl:19][C:20]1[CH:25]=[C:24]([F:26])[CH:23]=[CH:22][C:21]=1/[CH:27]=[CH:28]/[C:29](O)=[O:30]>>[C:2]([C:7]1[N:8]=[C:9]([CH2:12][N:13]2[CH:17]=[CH:16][C:15]([NH:18][C:29](=[O:30])/[CH:28]=[CH:27]/[C:21]3[CH:22]=[CH:23][C:24]([F:26])=[CH:25][C:20]=3[Cl:19])=[N:14]2)[S:10][CH:11]=1)(=[O:6])[CH3:1]. Reported procedure: Following general procedure B followed by C, starting from 1-[4-(2-methyl-[1,3]dioxolan-2-yl)-thiazol-2-ylmethyl]-1H-pyrazol-3-ylamine and (E)-3-(2-chloro-4-fluoro-phenyl)-acrylic acid. LC-MS-conditions 05: tR=0.83 min; [M+H]+=404.9. The reactants are FC=1C=CC(=C(C1)O)[N+](=O)[O-] (5-fluoro-2-nitrophenol), C(C)(=O)OC(C)=O (acetic anhydride). The reagents and catalysts are [Pt] (platinum on carbon). The solvent is CO (methanol). Reaction conditions: time 3 hour. The product is FC1=CC(=C(C=C1)NC(C)=O)O (N-(4-Fluoro-2-hydroxyphenyl)acetamide). Isolated yield 87.4%. Reaction SMILES: [F:1][C:2]1[CH:3]=[CH:4][C:5]([N+:9]([O-])=O)=[C:6]([OH:8])[CH:7]=1.[C:12](OC(=O)C)(=[O:14])[CH3:13]>[Pt].CO>[F:1][C:2]1[CH:3]=[CH:4][C:5]([NH:9][C:12](=[O:14])[CH3:13])=[C:6]([OH:8])[CH:7]=1. Procedure: A mixture of 5-fluoro-2-nitrophenol (5 g, 31.8 mmol), acetic anhydride (4.86 g, 47.7 mmol) and platinum on carbon (5%, 200 mg) in methanol was hydrogenated at 35 psi for 3 hours. The catalyst was filtered off and the residue was purified by silica gel flash chromatography to give the subtitled compound (4.7 g). The reactants are C(C1=CC=CC=C1)ONC(C(CCCS(=O)(=O)C1=CC=C(C=C1)OC)CS(=O)(=O)C1=CC=C(C=C1)OC)=O (N-benzyloxy-2-[(4-methoxybenzenesulfonyl)methyl]-5-(4-methoxybenzenesulfonyl)-pentanamide). The reagents and catalysts are [OH-].[OH-].[Pd+2] (Pearlman's catalyst). The solvent is C(C)O (ethyl alcohol). Reaction conditions: time 8 hour. The product is ONC(C(CCCS(=O)(=O)C1=CC=C(C=C1)OC)CS(=O)(=O)C1=CC=C(C=C1)OC)=O (N-hydroxy-2-[(4-methoxybenzenesulfonyl)methyl]-5-(4-methoxybenzenesulfonyl)-pentanamide). As a reaction SMILES: C([O:8][NH:9][C:10](=[O:38])[CH:11]([CH2:26][S:27]([C:30]1[CH:35]=[CH:34][C:33]([O:36][CH3:37])=[CH:32][CH:31]=1)(=[O:29])=[O:28])[CH2:12][CH2:13][CH2:14][S:15]([C:18]1[CH:23]=[CH:22][C:21]([O:24][CH3:25])=[CH:20][CH:19]=1)(=[O:17])=[O:16])C1C=CC=CC=1>[OH-].[OH-].[Pd+2].C(O)C>[OH:8][NH:9][C:10](=[O:38])[CH:11]([CH2:26][S:27]([C:30]1[CH:31]=[CH:32][C:33]([O:36][CH3:37])=[CH:34][CH:35]=1)(=[O:29])=[O:28])[CH2:12][CH2:13][CH2:14][S:15]([C:18]1[CH:19]=[CH:20][C:21]([O:24][CH3:25])=[CH:22][CH:23]=1)(=[O:16])=[O:17] |f:1.2.3|. Procedure details: A mixture of N-benzyloxy-2-[(4-methoxybenzenesulfonyl)methyl]-5-(4-methoxybenzenesulfonyl)-pentanamide (0.3 g, 0.5 mmol), Pearlman's catalyst (0.11 g), and absolute ethyl alcohol is agitated under hydrogen (15 psig) overnight at room temperature. The mixture is filtered and the filtrate is concentrated in vacuo. The concentrate is chromatographed over silica gel with chloroform/ethyl acetate/methyl alcohol/acetic acid (50/40/10/1) and the eluate concentrated in vacuo to afford the title compound... The reactants are Cl (hydrochloric acid), COC=1C(=C(C=CC1)C=C1C(NC(N1)=O)=O)OCC1=CC=CC=C1 (5-[[3-Methoxy-2-(phenylmethoxy)phenyl]methylene]-2,4-imidazolidinedione), Cl (hydrochloric acid), C(C1=CC=CC=C1)=C1C(NC(N1)=O)=O (benzylidene hydantoin). Reagents/catalysts: [Zn] (Zinc). The solvent is CO (methanol). Reaction conditions: temperature 50 celsius. Yields the product COC=1C(=C(C=CC1)CC1C(NC(N1)=O)=O)OCC1=CC=CC=C1 ((RS)-5-[[3-Methoxy-2-(phenylmethoxy)phenyl]methyl]-2,4-imidazolidinedione). The yield is 47.1%. As a reaction SMILES: [CH3:1][O:2][C:3]1[C:4]([O:17][CH2:18][C:19]2[CH:24]=[CH:23][CH:22]=[CH:21][CH:20]=2)=[C:5]([CH:9]=[C:10]2[NH:14][C:13](=[O:15])[NH:12][C:11]2=[O:16])[CH:6]=[CH:7][CH:8]=1.Cl.C(=C1NC(=O)NC1=O)C1C=CC=CC=1>CO.[Zn]>[CH3:1][O:2][C:3]1[C:4]([O:17][CH2:18][C:19]2[CH:24]=[CH:23][CH:22]=[CH:21][CH:20]=2)=[C:5]([CH2:9][CH:10]2[NH:14][C:13](=[O:15])[NH:12][C:11]2=[O:16])[CH:6]=[CH:7][CH:8]=1. Procedure: Zinc powder (40.00 g; 0.61 mole) is added to a stirred suspension of 48.00 g (0.16 mole) of the benzylidine hydantoin from Example 3 in 1,200 mL of methanol under nitrogen. Concentrated hydrochloric acid (30 mL) is added and the mixture is heated on the steam bath for 20 minutes (after 10 minutes the starting benzylidene hydantoin dissolves). Another 30 mL of concentrated hydrochloric acid is added and the mixture is heated at reflux for another 20 minutes. The cooled (50° C.) mixture is cautiou...